From a dataset of the Open Reaction Database (ORD), a public repository of structured organic reaction records. describe an organic reaction: reactants, conditions, products, and yield Starting materials: CC1(C)CC(C)(C)c2cc(Br)ccc21, [Li]C(C)(C)C, CC(C)(C)OC(=O)N=NC(=O)OC(C)(C)C, C1CCOC1. Yields the product CC(C)(C)OC(=O)NN(C(=O)OC(C)(C)C)c1ccc2c(c1)C(C)(C)CC2(C)C. Reaction SMILES: [Br:1][c:2]1[cH:3][c:4]2[c:8]([cH:9][cH:10]1)[C:7]([CH3:11])([CH3:12])[CH2:6][C:5]2([CH3:13])[CH3:14].[C:15]([Li:16])([CH3:17])([CH3:18])[CH3:19].[N:20](=[N:21][C:22](=[O:23])[O:24][C:25]([CH3:26])([CH3:27])[CH3:28])[C:29](=[O:30])[O:31][C:32]([CH3:33])([CH3:34])[CH3:35].[O:36]1[CH2:37][CH2:38][CH2:39][CH2:40]1>>[c:2]1([N:20]([NH:21][C:22](=[O:23])[O:24][C:25]([CH3:26])([CH3:27])[CH3:28])[C:29](=[O:30])[O:31][C:32]([CH3:33])([CH3:34])[CH3:35])[cH:3][c:4]2[c:8]([cH:9][cH:10]1)[C:7]([CH3:11])([CH3:12])[CH2:6][C:5]2([CH3:13])[CH3:14]. Reactants: Nc1cccc(Br)c1, CCO, C[Si](C)(C)C#Cc1cc2c(Cl)c(C#N)cnc2cn1. Yields the product C[Si](C)(C)C#Cc1cc2c(Nc3cccc(Br)c3)c(C#N)cnc2cn1. Reaction SMILES: [Br:20][c:21]1[cH:22][c:23]([NH2:24])[cH:25][cH:26][cH:27]1.[CH3:28][CH2:29][OH:30].[Cl:1][c:2]1[c:3]([C:18]#[N:19])[cH:4][n:5][c:6]2[cH:7][n:8][c:9]([C:12]#[C:13][Si:14]([CH3:15])([CH3:16])[CH3:17])[cH:10][c:11]12>>[c:2]1([NH:24][c:23]2[cH:22][c:21]([Br:20])[cH:27][cH:26][cH:25]2)[c:3]([C:18]#[N:19])[cH:4][n:5][c:6]2[cH:7][n:8][c:9]([C:12]#[C:13][Si:14]([CH3:15])([CH3:16])[CH3:17])[cH:10][c:11]12.